Task: describe an organic reaction: reactants, conditions, products, and yield. Dataset: the Open Reaction Database (ORD), a public repository of structured organic reaction records The solvent is O (water). The product is ClC=1C(=NC=CC1)N1CC(C(CC1)C(=O)O)O (1-(3-chloro-2-pyridinyl)-3-hydroxy-4-piperidinecarboxylic acid). As a reaction SMILES: [Cl:1][C:2]1[C:3]([N:8]2[CH2:13][CH2:12][CH:11]([C:14]([O:16]CC)=[O:15])[CH:10]([OH:19])[CH2:9]2)=[N:4][CH:5]=[CH:6][CH:7]=1.C[O-].[Na+]>O>[Cl:1][C:2]1[C:3]([N:8]2[CH2:13][CH2:12][CH:11]([C:14]([OH:16])=[O:15])[CH:10]([OH:19])[CH2:9]2)=[N:4][CH:5]=[CH:6][CH:7]=1 |f:1.2|. Reaction conditions: time 2 hour. Reported procedure: Ethyl 1-(3-chloro-2-pyridinyl)-3-hydroxy-4-piperidinecarboxylate in water (55 mL) was treated with sodium methoxide (0.5 M, 8 mL, 4.0 mmol) at room temperature. After 2 hours, the mixture was concentrated under reduced pressure and the residue was purified by column chromatography to provide the title compound. MS (EI, M+H)+257. The reactants are ClC=1C(=NC=CC1)N1CC(C(CC1)C(=O)OCC)O (Ethyl 1-(3-chloro-2-pyridinyl)-3-hydroxy-4-piperidinecarboxylate), C[O-].[Na+] (sodium methoxide). Reactants: C(=O)[O-].[NH4+] (ammonium formate), COC(=O)C=1SC=C(C1NC=O)C (3-(Formylamino)-4-methyl-2-thiophenecarboxylic acid methyl ester). Run in C(=O)N (formamide). Conditions: temperature 150 celsius, time 12 hour. Yields the product CC1=CSC2=C1N=CNC2=O (7-methyl-3H-thieno[3,2-d]pyrimidin-4-one). Yield: 81.8%. Reaction SMILES: C([O-])=O.[NH4+:4].C[O:6][C:7]([C:9]1[S:10][CH:11]=[C:12]([CH3:17])[C:13]=1[NH:14][CH:15]=O)=O>C(N)=O>[CH3:17][C:12]1[C:13]2[N:14]=[CH:15][NH:4][C:7](=[O:6])[C:9]=2[S:10][CH:11]=1 |f:0.1|. Procedure details: To a solution of ammonium formate (5.1 g, 81 mmol) in formamide (25 mL) at 150° C. was added 3-(formylamino)4-methyl-2-thiophenecarboxylic acid methyl ester (2, 5.0 g, 25 mmol) as a solid in small portions. The resulting solution was heated at 150° C. for 5 hours and then allowed to stand at room temperature for 12 hours. The precipitate that formed was collected by vacuum filtration to give 7-methyl-3H-thieno[3,2-d]pyrimidin-4-one (3.4 g, 84% yield) as white needles. Reactants: COc1cc(N2CCC(N3CCN(C)CC3)CC2)c(C)cc1N, Cc1cnc(Cl)nc1-c1c[nH]c2ccccc12. The product is COc1cc(N2CCC(N3CCN(C)CC3)CC2)c(C)cc1Nc1ncc(C)c(-c2c[nH]c3ccccc23)n1. Reaction SMILES: [CH3:18][O:19][c:20]1[c:21]([NH2:22])[cH:23][c:24]([CH3:40])[c:25]([N:27]2[CH2:28][CH2:29][CH:30]([N:33]3[CH2:34][CH2:35][N:36]([CH3:39])[CH2:37][CH2:38]3)[CH2:31][CH2:32]2)[cH:26]1.[Cl:1][c:2]1[n:3][cH:4][c:5]([CH3:17])[c:6](-[c:8]2[cH:9][nH:10][c:11]3[cH:12][cH:13][cH:14][cH:15][c:16]23)[n:7]1>>[c:2]1([NH:22][c:21]2[c:20]([O:19][CH3:18])[cH:26][c:25]([N:27]3[CH2:28][CH2:29][CH:30]([N:33]4[CH2:34][CH2:35][N:36]([CH3:39])[CH2:37][CH2:38]4)[CH2:31][CH2:32]3)[c:24]([CH3:40])[cH:23]2)[n:3][cH:4][c:5]([CH3:17])[c:6](-[c:8]2[cH:9][nH:10][c:11]3[cH:12][cH:13][cH:14][cH:15][c:16]23)[n:7]1. The reactants are Cc1cc(C)cc(-c2cc3cc(N)ccc3[nH]2)c1, CCN(C(C)C)C(C)C, O=C(Cl)OCc1ccccc1. Yields the product Cc1cc(C)cc(-c2cc3cc(NC(=O)OCc4ccccc4)ccc3[nH]2)c1. Reaction SMILES: [CH3:21][c:22]1[cH:23][c:24](-[c:29]2[nH:30][c:31]3[cH:32][cH:33][c:34]([NH2:38])[cH:35][c:36]3[cH:37]2)[cH:25][c:26]([CH3:28])[cH:27]1.[CH:12]([N:13]([CH:14]([CH3:15])[CH3:16])[CH2:17][CH3:18])([CH3:19])[CH3:20].[Cl:1][C:2](=[O:3])[O:4][CH2:5][c:6]1[cH:7][cH:8][cH:9][cH:10][cH:11]1>>[C:2](=[O:3])([O:4][CH2:5][c:6]1[cH:7][cH:8][cH:9][cH:10][cH:11]1)[NH:38][c:34]1[cH:33][cH:32][c:31]2[nH:30][c:29](-[c:24]3[cH:23][c:22]([CH3:21])[cH:27][c:26]([CH3:28])[cH:25]3)[cH:37][c:36]2[cH:35]1.